describe an organic reaction: reactants, conditions, products, and yield From a dataset of the Open Reaction Database (ORD), a public repository of structured organic reaction records. The reactants are CC1=C(OC2=C1C(=C(C=C2C(C2=CC=CC=C2)=O)C(C)(C)C)O)C(=O)O (3-methyl-4-hydroxy-5-t-butyl-7-benzoylbenzofuran-2-carboxylic acid), N1=CC=CC2=CC=CC=C12 (quinoline), Cl (HCl). Reagents/catalysts: [Cu] (copper). The solvent is C(C)(=O)OCC (Ethyl acetate). Run at temperature 195 celsius. Yields the product CC1=COC2=C1C(=C(C=C2C(C2=CC=CC=C2)=O)C(C)(C)C)O (3-Methyl-4-hydroxy-5-tert-butyl-7-benzoylbenzofuran). Reaction SMILES: [CH3:1][C:2]1[C:6]2[C:7]([OH:23])=[C:8]([C:19]([CH3:22])([CH3:21])[CH3:20])[CH:9]=[C:10]([C:11](=[O:18])[C:12]3[CH:17]=[CH:16][CH:15]=[CH:14][CH:13]=3)[C:5]=2[O:4][C:3]=1C(O)=O.N1C2C(=CC=CC=2)C=CC=1.Cl>[Cu].C(OCC)(=O)C>[CH3:1][C:2]1[C:6]2[C:7]([OH:23])=[C:8]([C:19]([CH3:21])([CH3:20])[CH3:22])[CH:9]=[C:10]([C:11](=[O:18])[C:12]3[CH:17]=[CH:16][CH:15]=[CH:14][CH:13]=3)[C:5]=2[O:4][CH:3]=1. Reported procedure: A mixture of 3-methyl-4-hydroxy-5-t-butyl-7-benzoylbenzofuran-2-carboxylic acid (0.334 g, 0.98 mmol), quinoline (1 mL), and copper powder (0.062 g, 0.98 mmol) was warmed to 195° C. until gas evolution had ceased (about 10 minutes). The reaction mixture was allowed to cool and poured into 2N HCl (40 mL). Ethyl acetate (25 mL) was added and the biphasic mixture was filtered through a pad of celite. The layers were separated and the aqueous layer extracted with ethyl acetate (25 mL). The combined o... The reactants are BrC=1SC(=C(N1)Br)C(=O)O (2,4-dibromo-thiazole-5-carboxylic acid), CN(CCCN=C=NCC)C (N-(3-dimethylaminopropyl)-N′-ethylcarbodiimide). Run in CO (methanol). Reaction conditions: time 8 hour. Product: COC(=O)C1=C(N=C(S1)Br)Br (2,4-Dibromo-thiazole-5-carboxylic acid methyl ester). The yield is 78.6%. As a reaction SMILES: [Br:1][C:2]1[S:3][C:4]([C:8]([OH:10])=[O:9])=[C:5]([Br:7])[N:6]=1.[CH3:11]N(C)CCCN=C=NCC>CO>[CH3:11][O:9][C:8]([C:4]1[S:3][C:2]([Br:1])=[N:6][C:5]=1[Br:7])=[O:10]. Reported procedure: A solution of 2,4-dibromo-thiazole-5-carboxylic acid (1.7 g, 5.92 mmol) in methanol (20 ml) was treated with N-(3-dimethylaminopropyl)-N′-ethylcarbodiimide (920 mg, 5.92 mmol). The mixture was stirred at ambient temperature overnight. The solvent was evaporated and water (30 ml) was added. The mixture was then extracted with 3×30 ml of EtOAc. The combined organics were washed with brine, dried with MgSO4 and concentrated in vacuo. The crude was purified by flash chromatography (0 to 5% EtOAc/Hex...